Dataset: the Open Reaction Database (ORD), a public repository of structured organic reaction records. Task: describe an organic reaction: reactants, conditions, products, and yield The reactants are FC(OC1=CC=C(C(=O)Cl)C=C1)(F)F (4-trifluoromethoxybenzoyl chloride), C(CCCCN)N (1,5-pentanediamine), [OH-].[K+] (potassium hydroxide). The solvent is C(CCl)Cl (ethylene dichloride). The product is FC(OC1=CC=C(C(=O)NCCCCCNC(C2=CC=C(C=C2)OC(F)(F)F)=O)C=C1)(F)F (N,N'-Pentamethylenebis(4-trifluoromethoxybenzamide)). RXN SMILES: [F:1][C:2]([F:14])([F:13])[O:3][C:4]1[CH:12]=[CH:11][C:7]([C:8](Cl)=[O:9])=[CH:6][CH:5]=1.[CH2:15]([NH2:21])[CH2:16][CH2:17][CH2:18][CH2:19][NH2:20].[OH-:22].[K+]>C(Cl)CCl>[F:1][C:2]([F:14])([F:13])[O:3][C:4]1[CH:12]=[CH:11][C:7]([C:8]([NH:20][CH2:19][CH2:18][CH2:17][CH2:16][CH2:15][NH:21][C:8](=[O:9])[C:7]2[CH:11]=[CH:12][C:4]([O:22][C:2]([F:1])([F:13])[F:14])=[CH:5][CH:6]=2)=[O:9])=[CH:6][CH:5]=1 |f:2.3|. Procedure: m.p. 154°-155° C., 13.8 g., was prepared as in Example 1 using 24.6 g. of 4-trifluoromethoxybenzoyl chloride in 200 ml. of ethylene dichloride, 5.1 g. of 1,5-pentanediamine, 60 ml. of 10% aqueous potassium hydroxide solution, 300 ml. ethylene dichloride and recrystallization from acetonitrile using decolorizing charcoal. Starting materials: COC1=CC(=O)NC1=CC(C)C, Cl, [Na+], [OH-]. The product is CC(C)C=C1NC(=O)CC1=O. As a reaction SMILES: [CH:1]([CH:2]([CH3:3])[CH3:4])=[C:5]1[C:6]([O:11][CH3:12])=[CH:7][C:8](=[O:10])[NH:9]1.[ClH:13].[Na+:15].[OH-:14]>>[CH:1]([CH:2]([CH3:3])[CH3:4])=[C:5]1[C:6](=[O:11])[CH2:7][C:8](=[O:10])[NH:9]1. The reactants are O (water), C(C1=CC=CC=C1)NC([C@@H](CO)NC(OC(C)(C)C)=O)=O (tert-butyl [(R)-2-(benzylamino)-1-(hydroxymethyl)-2-oxoethyl]carbamate), S(=O)(=O)(OC)OC (dimethyl sulfate), [OH-].[Na+] (sodium hydroxide). Run in ClCCl (dichloromethane). Run at temperature -10 celsius, time 4 hour. The product is N[C@@H](C(=O)NCC1=CC=CC=C1)COC ((2R)-2-amino-N-benzyl-3-methoxypropanamide). Reaction SMILES: [CH2:1]([NH:8][C:9](=[O:21])[C@H:10]([NH:13]C(=O)OC(C)(C)C)[CH2:11][OH:12])[C:2]1[CH:7]=[CH:6][CH:5]=[CH:4][CH:3]=1.[OH-].[Na+].S(OC)(O[CH3:28])(=O)=O.O>ClCCl>[NH2:13][C@H:10]([CH2:11][O:12][CH3:28])[C:9]([NH:8][CH2:1][C:2]1[CH:7]=[CH:6][CH:5]=[CH:4][CH:3]=1)=[O:21] |f:1.2|. Reported procedure: Accordingly to a solution of the compound tert-butyl [(R)-2-(benzylamino)-1-(hydroxymethyl)-2-oxoethyl]carbamate of Formula-XXI in dichloromethane, charged the phase transfer catalyst and cooled the reaction mass to −10° C. and charged dilute solution of sodium hydroxide. Maintaining the temperature at −10° C.-0° C. charged dimethyl sulfate and maintained the reaction under stirring for 3-5 hours. Charged water at the end of the reaction, stirred, separated the organic layer and extracted the aq... The reactants are S(=O)(=O)(Cl)Cl (Sulfuryl chloride), ClC1=CC(=CC=C1)C=C (1-chloro-3-vinylbenzene), ice water. Solvent: CN(C)C=O (DMF). Reaction conditions: time 30 minute. The product is ClC=1C=C(C=CC1)/C=C/S(=O)(=O)Cl ((E)-2-(3-chlorophenyl)ethenesulfonyl chloride). Yield: 100.0%. Reaction SMILES: [S:1]([Cl:5])(Cl)(=[O:3])=[O:2].[Cl:6][C:7]1[CH:12]=[CH:11][CH:10]=[C:9]([CH:13]=[CH2:14])[CH:8]=1>CN(C=O)C>[Cl:6][C:7]1[CH:8]=[C:9](/[CH:13]=[CH:14]/[S:1]([Cl:5])(=[O:3])=[O:2])[CH:10]=[CH:11][CH:12]=1. Procedure: Sulfuryl chloride (3.2 mL, 38.5 mmol, 2 eq.) was added dropwise into a 2-neck mL round-bottomed flask containing 2.7 mL of DMF at 0° C. After stirring the mixture at room temperature for 30 min, 1-chloro-3-vinylbenzene (2.5 mL, 19.3 mmol, 1 eq.) was added and the reaction mixture was heated at 55° C. for 5 h. After the reaction mixture was cooled at room temperature, ice water was poured (20 mL) and the product was extracted three times from the aqueous phase with DCM. The resulting organic phas...